This data is from the Open Reaction Database (ORD), a public repository of structured organic reaction records. The task is: describe an organic reaction: reactants, conditions, products, and yield Starting materials: C(=NC1CCCCC1)=NC1CCCCC1, CC(C)(C)OC(=O)C(CN)NC(=O)OCc1ccccc1, CN(C)C=O, O=C(O)c1ccc(O)cc1, On1nnc2ccccc21. Yields the product CC(C)(C)OC(=O)C(CNC(=O)c1ccc(O)cc1)NC(=O)OCc1ccccc1. Reaction SMILES: [CH:42]1([N:43]=[C:44]=[N:45][CH:46]2[CH2:47][CH2:48][CH2:49][CH2:50][CH2:51]2)[CH2:52][CH2:53][CH2:54][CH2:55][CH2:56]1.[NH2:11][CH2:12][CH:13]([C:14](=[O:15])[O:16][C:17]([CH3:18])([CH3:19])[CH3:20])[NH:21][C:22](=[O:23])[O:24][CH2:25][c:26]1[cH:27][cH:28][cH:29][cH:30][cH:31]1.[O:57]=[CH:58][N:59]([CH3:60])[CH3:61].[OH:1][C:2](=[O:3])[c:4]1[cH:5][cH:6][c:7]([OH:8])[cH:9][cH:10]1.[OH:32][n:33]1[c:34]2[cH:35][cH:36][cH:37][cH:38][c:39]2[n:40][n:41]1>>[C:2](=[O:3])([c:4]1[cH:5][cH:6][c:7]([OH:8])[cH:9][cH:10]1)[NH:11][CH2:12][CH:13]([C:14](=[O:15])[O:16][C:17]([CH3:18])([CH3:19])[CH3:20])[NH:21][C:22](=[O:23])[O:24][CH2:25][c:26]1[cH:27][cH:28][cH:29][cH:30][cH:31]1. The reactants are C(C)OC(CCCCCC(CC1=C(C=C(C=C1)C)C)=O)=O (8-(2,4-dimethylphenyl)-7-oxo-octanoic acid ethyl ester), O.NN (hydrazine hydrate). Run in C(COCCO)O (diethylene glycol), C(C)O (ethanol), S(O)(O)(=O)=O (sulphuric acid). Product: C(C)OC(CCCCCCCC1=C(C=C(C=C1)C)C)=O (8-(2,4-dimethylphenyl)-octanoic acid ethyl ester). Isolated yield 61.6%. RXN SMILES: [CH2:1]([O:3][C:4](=[O:21])[CH2:5][CH2:6][CH2:7][CH2:8][CH2:9][C:10](=O)[CH2:11][C:12]1[CH:17]=[CH:16][C:15]([CH3:18])=[CH:14][C:13]=1[CH3:19])[CH3:2].O.NN>C(O)COCCO.C(O)C.S(=O)(=O)(O)O>[CH2:1]([O:3][C:4](=[O:21])[CH2:5][CH2:6][CH2:7][CH2:8][CH2:9][CH2:10][CH2:11][C:12]1[CH:17]=[CH:16][C:15]([CH3:18])=[CH:14][C:13]=1[CH3:19])[CH3:2] |f:1.2|. Procedure: 12.8 g of 8-(2,4-dimethylphenyl)-7-oxo-octanoic acid ethyl ester [obtained according to (d)] are reduced, analogously to the method described by Huisgen [R. Huisgen et al., Liebigs Ann. 586 (1954), 52] with hydrazine hydrate in diethylene glycol. The isolated reduction product, in 200 ml of ethanol and 5 ml of concentrated sulphuric acid, is heated at the reflux temperature overnight and, after customary working up, gives 7.5 g of 8-(2,4-dimethylphenyl)-octanoic acid ethyl ester as a colourless ...